Dataset: the Open Reaction Database (ORD), a public repository of structured organic reaction records. Task: describe an organic reaction: reactants, conditions, products, and yield Reactants: O=C([O-])[O-], C=CCBr, CN(C)C=O, [K+], [K+], O, Oc1cccc2[nH]c3ccccc3c12. The product is C=CCOc1cccc2[nH]c3ccccc3c12. RXN SMILES: [C:1](=[O:2])([O-:3])[O-:4].[CH2:26]([CH:27]=[CH2:28])[Br:29].[CH3:7][N:8]([CH3:9])[CH:10]=[O:11].[K+:5].[K+:6].[OH2:30].[OH:12][c:13]1[cH:14][cH:15][cH:16][c:17]2[nH:18][c:19]3[cH:20][cH:21][cH:22][cH:23][c:24]3[c:25]12>>[O:12]([c:13]1[cH:14][cH:15][cH:16][c:17]2[nH:18][c:19]3[cH:20][cH:21][cH:22][cH:23][c:24]3[c:25]12)[CH2:28][CH:27]=[CH2:26]. Starting materials: C(CC)N (n-Propylamine), C1(OCC(C)O1)=O (propylene carbonate), hydroxypropyl-n-propylcarbomate, C1=CC(=CC=C1S(=O)(=O)N)Cl (p-chlorobenzene sulfonamide). Run in CN(C)C=O (DMF). Yields the product ClC1=CC=C(C=C1)S(=O)(=O)NC(=O)NCCC (1-(4-chloro-benzenesulfonyl)-3-n-propyl-urea). RXN SMILES: [CH2:1]([NH2:4])[CH2:2][CH3:3].[C:5]1(=O)OC(C)C[O:6]1.[CH:12]1[C:17]([S:18]([NH2:21])(=[O:20])=[O:19])=[CH:16][CH:15]=[C:14]([Cl:22])[CH:13]=1>CN(C=O)C>[Cl:22][C:14]1[CH:13]=[CH:12][C:17]([S:18]([NH:21][C:5]([NH:4][CH2:1][CH2:2][CH3:3])=[O:6])(=[O:20])=[O:19])=[CH:16][CH:15]=1. Procedure details: n-Propylamine (5.9 g., 0.1 mole.) and propylene carbonate (10.2 g., 0.1 mole.) were mixed and heated at 60° over night. To the resulting hydroxypropyl-n-propylcarbomate were added p-chlorobenzene sulfonamide (10.67 g., as sodium salt) and DMF (200 ml.) and the mixture was heated at 120° for 4 hours. After evaporation of the solvent the residue was taken up in water (200 ml.) and the solution adjusted to pH 8 by the addition of acetic acid. Unreacted p-chlorobenzene sulfonamide (2 g.) separated o...